From a dataset of the Open Reaction Database (ORD), a public repository of structured organic reaction records. describe an organic reaction: reactants, conditions, products, and yield The reactants are C1(C(C1)C1C(CCCC1)N)C1CC1 (2-[1,1′-bi(cyclopropyl)-2-yl]cyclohexanamine), C([O-])([O-])=O.[K+].[K+] (potassiumcarbonate), FC(C1=NN(C(=C1C(=O)Cl)F)C)F (3-(difluoromethyl)-5-fluoro-1-methyl-1H-pyrazole-4-carbonyl chloride). Run in C(C)#N (Acetonitrile). Product: C1(C(C1)C1C(CCCC1)NC(=O)C=1C(=NN(C1F)C)C(F)F)C1CC1 (N-{2-[1,1′-bi(cyclopropyl)-2-yl]cyclohexyl}-3-(difluoromethyl)-5-fluoro-1-methyl-1H-pyrazole-4-carboxamide). Yield: 41.2%. As a reaction SMILES: [CH:1]1([CH:11]2[CH2:13][CH2:12]2)[CH2:3][CH:2]1[CH:4]1[CH2:9][CH2:8][CH2:7][CH2:6][CH:5]1[NH2:10].C(=O)([O-])[O-].[K+].[K+].[F:20][CH:21]([F:32])[C:22]1[C:26]([C:27](Cl)=[O:28])=[C:25]([F:30])[N:24]([CH3:31])[N:23]=1>C(#N)C>[CH:1]1([CH:11]2[CH2:13][CH2:12]2)[CH2:3][CH:2]1[CH:4]1[CH2:9][CH2:8][CH2:7][CH2:6][CH:5]1[NH:10][C:27]([C:26]1[C:22]([CH:21]([F:32])[F:20])=[N:23][N:24]([CH3:31])[C:25]=1[F:30])=[O:28] |f:1.2.3|. Procedure: To a mixture of 0.489 g (2.73 mmol) 2-[1,1′-bi(cyclopropyl)-2-yl]cyclohexanamine and 0.565 g (4.09 mmol) potassiumcarbonate in 30 ml Acetonitrile was added 0.638 g (3.00 mmol) 3-(difluoromethyl)-5-fluoro-1-methyl-1H-pyrazole-4-carbonyl chloride and stirred at ambient temperature over night. At the end of the reaction the reaction mixture was extracted with ethylacetate and water. The organic layer was dried with natriumsulfate and the solvent was removed by vacuum. The crude product was purified... Solvent: CC(=O)C (acetone), ClCCl (dichloromethane). Yield: 100.0%. Product: ClC1=NC(=C2C(=N1)N(N=C2)C2CCN(CC2)CC(F)(F)F)N2CC1CCC(C2)O1 (3-(6-Chloro-1-(1-(2,2,2-trifluoroethyl)piperidin-4-yl)-1H-pyrazolo[3,4-d]pyrimidin-4-yl)-8-oxa-3-azabicyclo[3.2.1]octane), foam. Procedure: Tert-butyl 4-(4-(8-oxa-3-azabicyclo[3.2.1]octan-3-yl)-6-chloro-1H-pyrazolo[3,4-d]pyrimidin-1-yl)piperidine-1-carboxylate (0.60 g, 1.3 mmol) was dissolved in dichloromethane (10 mL) and treated with trifluoroacetic acid (5 mL). When LC/MS analysis revealed the deprotection of the Boc group, the mixture was concentrated to dryness under reduced pressure. Diethyl ether was evaporated three times from the crude material in order to afford a solid residue. The trifluoroacetate salt was dissolved in a... Run at temperature 100 celsius. Reaction SMILES: [CH:1]12[O:8][CH:5]([CH2:6][CH2:7]1)[CH2:4][N:3]([C:9]1[N:14]=[C:13]([Cl:15])[N:12]=[C:11]3[N:16]([CH:19]4[CH2:24][CH2:23][N:22]([C:25](OC(C)(C)C)=O)[CH2:21][CH2:20]4)[N:17]=[CH:18][C:10]=13)[CH2:2]2.[F:32][C:33]([F:38])([F:37])C(O)=O.FC(F)(F)C([O-])=O.ClC(Cl)(Cl)S(OCC(F)(F)F)(=O)=O.C(=O)([O-])[O-].[K+].[K+]>ClCCl.CC(C)=O>[Cl:15][C:13]1[N:12]=[C:11]2[N:16]([CH:19]3[CH2:24][CH2:23][N:22]([CH2:25][C:33]([F:38])([F:37])[F:32])[CH2:21][CH2:20]3)[N:17]=[CH:18][C:10]2=[C:9]([N:3]2[CH2:4][CH:5]3[O:8][CH:1]([CH2:7][CH2:6]3)[CH2:2]2)[N:14]=1 |f:4.5.6|. Starting materials: FC(C(=O)[O-])(F)F (trifluoroacetate), C12CN(CC(CC1)O2)C2=C1C(=NC(=N2)Cl)N(N=C1)C1CCN(CC1)C(=O)OC(C)(C)C (Tert-butyl 4-(4-(8-oxa-3-azabicyclo[3.2.1]octan-3-yl)-6-chloro-1H-pyrazolo[3,4-d]pyrimidin-1-yl)piperidine-1-carboxylate), ClC(S(=O)(=O)OCC(F)(F)F)(Cl)Cl (2,2,2-trifluoroethyl trichloromethanesulfonate), FC(C(=O)O)(F)F (trifluoroacetic acid), C([O-])([O-])=O.[K+].[K+] (Potassium carbonate). Starting materials: CCOC(=O)Cn1nc(C(C)(C)O)c(Cl)c1C, c1ccccc1. Yields the product C=C(C)c1nn(CC(=O)OCC)c(C)c1Cl. RXN SMILES: [CH2:1]([CH3:2])[O:3][C:4]([CH2:5][n:6]1[n:7][c:8]([C:13]([CH3:14])([CH3:15])[OH:16])[c:9]([Cl:12])[c:10]1[CH3:11])=[O:17].[cH:18]1[cH:19][cH:20][cH:21][cH:22][cH:23]1>>[CH2:1]([CH3:2])[O:3][C:4]([CH2:5][n:6]1[n:7][c:8]([C:13](=[CH2:14])[CH3:15])[c:9]([Cl:12])[c:10]1[CH3:11])=[O:17]. Starting materials: O1CC1COC1=CC=CC2=CC=CC=C12 (1,2-epoxy-3-(1-naphthoxy)-propane), C(#N)C1(CCNCC1)C1=CC=CC=C1 (4-cyano-4-phenylpiperidine). Reaction SMILES: [O:1]1[CH:3]([CH2:4][O:5][C:6]2[C:15]3[C:10](=[CH:11][CH:12]=[CH:13][CH:14]=3)[CH:9]=[CH:8][CH:7]=2)[CH2:2]1.[C:16]([C:18]1([C:24]2[CH:29]=[CH:28][CH:27]=[CH:26][CH:25]=2)[CH2:23][CH2:22][NH:21][CH2:20][CH2:19]1)#[N:17]>C(O)C>[C:16]([C:18]1([C:24]2[CH:29]=[CH:28][CH:27]=[CH:26][CH:25]=2)[CH2:19][CH2:20][N:21]([CH2:2][CH:3]([OH:1])[CH2:4][O:5][C:6]2[C:15]3[C:10](=[CH:11][CH:12]=[CH:13][CH:14]=3)[CH:9]=[CH:8][CH:7]=2)[CH2:22][CH2:23]1)#[N:17]. Product: C(#N)C1(CCN(CC1)CC(COC1=CC=CC2=CC=CC=C12)O)C1=CC=CC=C1 (3-(4-cyano-4-phenylpiperidino)-1-(1-naphthoxy)-2-propanol). The solvent is C(C)O (ethanol). Reported procedure: A solution of 5.0 parts of 1,2-epoxy-3-(1-naphthoxy)-propane and 5.0 parts of 4-cyano-4-phenylpiperidine in 79 parts of ethanol is refluxed for 24 hours. Evaporation of the solvent from the reaction mixture under reduced pressure affords 3-(4-cyano-4-phenylpiperidino)-1-(1-naphthoxy)-2-propanol. The hydrochloride salt is then prepared by addition of a solution of hydrochloric acid in isopropanol to an isopropanol solution of the free amine. The resulting salt is separated by filtration and recry... Reactants: ClC1=CC(=CC=C1)C(=O)OO (m-Chloroperbenzoic acid), BrC=1C=C(C(=NC1)C)C (5-bromo-2,3-lutidine). Run in ClCCl (dichloromethane). The product is BrC=1C=C(C(=[N+](C1)[O-])C)C (5-bromo-2,3-lutidine-N-oxide). As a reaction SMILES: ClC1C=CC=C(C(OO)=[O:9])C=1.[Br:12][C:13]1[CH:14]=[C:15]([CH3:20])[C:16]([CH3:19])=[N:17][CH:18]=1>ClCCl>[Br:12][C:13]1[CH:14]=[C:15]([CH3:20])[C:16]([CH3:19])=[N+:17]([O-:9])[CH:18]=1. Procedure: m-Chloroperbenzoic acid (71.42 g) in dichloromethane (11) was added dropwise to a stirred solution of 5-bromo-2,3-lutidine (70.0 g) over I hour. After 23 hours the solution was cooled to 15° and ammonia gas bubbled through to give a white precipitate, which was filtered off. The filtrate was washed with 5% aqueous sodium sulphite, dried, and stripped to give 5-bromo-2,3-lutidine-N-oxide, 61.78 g, m.p. 80°-2°, from ethyl acetate. The reactants are N([C@@H](CC1=CC=C(C=C1)F)C(=O)N([C@@H](C(C)C)C(=O)N([C@@H](CC1=CC(=C(C=C1)O)C(C)(C)C)C(=O)N)C)C)C(=O)OCC1=CC=CC=C1 (Z-Phe(4-F)-N-Me-Val-N-Me-Tyr(3-tBu)-NH2), [H][H] (hydrogen). The reagents and catalysts are [Pd] (palladium/carbon). Run in CO (methanol). The product is N[C@@H](CC1=CC=C(C=C1)F)C(=O)N([C@@H](C(C)C)C(=O)N([C@@H](CC1=CC(=C(C=C1)O)C(C)(C)C)C(=O)N)C)C (Phe(4-F)-N-Me-Val-N-Me-Tyr(3-tBu)-NH2). Yield: 90.6%. Reaction SMILES: [NH:1](C(OCC1C=CC=CC=1)=O)[C@H:2]([C:11]([N:13]([CH3:38])[C@H:14]([C:18]([N:20]([CH3:37])[C@H:21]([C:34]([NH2:36])=[O:35])[CH2:22][C:23]1[CH:28]=[CH:27][C:26]([OH:29])=[C:25]([C:30]([CH3:33])([CH3:32])[CH3:31])[CH:24]=1)=[O:19])[CH:15]([CH3:17])[CH3:16])=[O:12])[CH2:3][C:4]1[CH:9]=[CH:8][C:7]([F:10])=[CH:6][CH:5]=1.[H][H]>CO.[Pd]>[NH2:1][C@H:2]([C:11]([N:13]([CH3:38])[C@H:14]([C:18]([N:20]([CH3:37])[C@H:21]([C:34]([NH2:36])=[O:35])[CH2:22][C:23]1[CH:28]=[CH:27][C:26]([OH:29])=[C:25]([C:30]([CH3:31])([CH3:32])[CH3:33])[CH:24]=1)=[O:19])[CH:15]([CH3:16])[CH3:17])=[O:12])[CH2:3][C:4]1[CH:5]=[CH:6][C:7]([F:10])=[CH:8][CH:9]=1. Procedure: A mixture of Z-Phe(4-F)-N-Me-Val-N-Me-Tyr(3-tBu)-NH2 (1.73 g, 2.61 mmol) and 10% palladium/carbon (340 mg) in methanol (50 ml) was stirred at room temperature in a hydrogen atmosphere for 17 hours. The reaction mixture was filtered and the filtrate was concentrated under reduced pressure; the thus obtained residue was subjected to silica gel column chromatography (developing solvent: chloroform:methanol:aqueous ammonia=100:10:1) to give Phe(4-F)-N-Me-Val-N-Me-Tyr(3-tBu)-NH2 (1.25 g, 91%). EI-MS:... The reactants are ice water, C(#N)C=1C(NC=CC1)=O (3-cyano-2-pyridone), [OH-].[K+] (potassium hydroxide), C(CO)O (ethylene glycol). Run in O (water). The product is OC1=C(C(=O)O)C=CC=N1 (2-Hydroxy-Nicotinic Acid). Reaction SMILES: C(C1[C:4](=[O:9])[NH:5][CH:6]=[CH:7][CH:8]=1)#N.[OH-:10].[K+].[CH2:12]([OH:15])[CH2:13]O>O>[OH:9][C:4]1[N:5]=[CH:6][CH:7]=[CH:8][C:13]=1[C:12]([OH:15])=[O:10] |f:1.2|. Reported procedure: Prepare a solution containing 6 g of 3-cyano-2-pyridone, 7.5 g of potassium hydroxide pellets (85%), 8 ml. of ethylene glycol and 1.5 ml. of water. Heat the solution to 150°-160° C for 15 minutes and pour the reaction mixture into ice water. Acidify the aqueous solution to a pH of about 3. The 2-hydroxy-nicotinic acid precipitates, is collected by filtration and dried yielding the product of this step, m.p. 258°-260° C. The reactants are CCOC(C)=O, CCCCCC, CCCCC=Cc1c(C(C)C)nc(C(C)C)c(CO)c1-c1ccccc1. The product is CCCCCCc1c(C(C)C)nc(C(C)C)c(CO)c1-c1ccccc1. Reaction SMILES: [C:33]([O:34][CH2:35][CH3:36])(=[O:37])[CH3:38].[CH3:27][CH2:28][CH2:29][CH2:30][CH2:31][CH3:32].[CH:1]([CH3:2])([CH3:3])[c:4]1[n:5][c:6]([CH:24]([CH3:25])[CH3:26])[c:7]([CH:18]=[CH:19][CH2:20][CH2:21][CH2:22][CH3:23])[c:8](-[c:12]2[cH:13][cH:14][cH:15][cH:16][cH:17]2)[c:9]1[CH2:10][OH:11]>>[CH:1]([CH3:2])([CH3:3])[c:4]1[n:5][c:6]([CH:24]([CH3:25])[CH3:26])[c:7]([CH2:18][CH2:19][CH2:20][CH2:21][CH2:22][CH3:23])[c:8](-[c:12]2[cH:13][cH:14][cH:15][cH:16][cH:17]2)[c:9]1[CH2:10][OH:11].